This data is from the Open Reaction Database (ORD), a public repository of structured organic reaction records. The task is: describe an organic reaction: reactants, conditions, products, and yield The reactants are ClC=1C=CC(=C(C(=O)OC)C1)O (methyl 5-chloro-2-hydroxybenzoate), N(=NC(=O)OC(C)C)C(=O)OC(C)C (diisopropyl azodicarboxylate), C(C)(C)(C)[Si](O[C@@H]1CC[C@H](CC1)O)(C)C (trans-4-(tert-buyl-dimethyl-silanyloxy)-cyclohexanol), C1(=CC=CC=C1)P(C1=CC=CC=C1)C1=CC=CC=C1 (triphenylphosphine). Run in O (water), O1CCCC1 (tetrahydrofuran), O1CCCC1 (tetrahydrofuran). Reaction conditions: time 18 hour. Product: COC(C1=C(C=CC(=C1)Cl)O[C@@H]1CC[C@@H](CC1)O[Si](C)(C)C(C)(C)C)=O (cis-2-[4-(tert-butyl-dimethyl-silanyloxy)-cyclohexyloxy]-5-chloro-benzoic acid methyl ester). Isolated yield 91.1%. Reaction SMILES: [Cl:1][C:2]1[CH:3]=[CH:4][C:5]([OH:12])=[C:6]([CH:11]=1)[C:7]([O:9][CH3:10])=[O:8].N(C(OC(C)C)=O)=NC(OC(C)C)=O.[C:27]([Si:31]([CH3:41])([CH3:40])[O:32][C@H:33]1[CH2:38][CH2:37][C@H:36](O)[CH2:35][CH2:34]1)([CH3:30])([CH3:29])[CH3:28].C1(P(C2C=CC=CC=2)C2C=CC=CC=2)C=CC=CC=1>O1CCCC1.O>[CH3:10][O:9][C:7](=[O:8])[C:6]1[CH:11]=[C:2]([Cl:1])[CH:3]=[CH:4][C:5]=1[O:12][C@H:36]1[CH2:37][CH2:38][C@@H:33]([O:32][Si:31]([C:27]([CH3:30])([CH3:29])[CH3:28])([CH3:40])[CH3:41])[CH2:34][CH2:35]1. Procedure: To a solution of methyl 5-chloro-2-hydroxybenzoate (2.07 g, 11 mmol) and diisopropyl azodicarboxylate (2.98 g, 14 mmol) (Aldrich) in anhydrous tetrahydrofuran (10 mL) at 0° C. was added a mixture of trans-4-(tert-buyl-dimethyl-silanyloxy)-cyclohexanol (3.2 g, 14 mmol) and triphenylphosphine (3.64 g, 14 mmol) in tetrahydrofuran (40 mL). The reaction mixture was stirred at room temperature for 18 h. The mixture was poured into water, extracted with ethyl acetate (3×). The organic layers were combi... Yields the product C(C1=CC=CC=C1)N[C@H](C(OCC)OCC)C ((S)—N-benzyl-1,1-diethoxypropan-2-amine). Reported procedure: To a solution of (S)-1,1-diethoxypropan-2-amine (Compound XIV-1) 682 mg (3.55 mmol) in tetrahydrofuran 2 ml, benzaldehyde 337 mg (3.55 mmol) was added and the mixture was stirred at room temperature for 0.5 hour. The reaction mixture was diluted with tetrahydrofuran 3 ml and sodium triacetoxyborohydride 829 mg (3.91 mmol) was added and the mixture was stirred at room temperature for 18 hours. The reaction mixture was diluted with ethyl acetate 50 ml and washed with saturated sodium bicarbonate a... Solvent: O1CCCC1 (tetrahydrofuran), O1CCCC1 (tetrahydrofuran), C(C)(=O)OCC (ethyl acetate). Reactants: C(C)(=O)O[BH-](OC(C)=O)OC(C)=O.[Na+] (sodium triacetoxyborohydride), C(C)OC([C@H](C)N)OCC ((S)-1,1-diethoxypropan-2-amine), C(C1=CC=CC=C1)=O (benzaldehyde). Yield: 98.0%. Run at time 0.5 hour. Reaction SMILES: [CH2:1]([O:3][CH:4]([O:8][CH2:9][CH3:10])[C@@H:5]([NH2:7])[CH3:6])[CH3:2].[CH:11](=O)[C:12]1[CH:17]=[CH:16][CH:15]=[CH:14][CH:13]=1.C(O[BH-](OC(=O)C)OC(=O)C)(=O)C.[Na+]>O1CCCC1.C(OCC)(=O)C>[CH2:11]([NH:7][C@@H:5]([CH3:6])[CH:4]([O:8][CH2:9][CH3:10])[O:3][CH2:1][CH3:2])[C:12]1[CH:17]=[CH:16][CH:15]=[CH:14][CH:13]=1 |f:2.3|. Starting materials: ClC1=C(C=C(C=C1)C(=O)O)N1N=CC(=C1C1CC1)C(=O)OCC (ethyl 1-(2-chloro-5-hydroxycarbonylphenyl)-5-cyclopropyl-1H-pyrazole-4-carboxylate), CN (methylamine). Reagents/catalysts: CN(C1=CC=NC=C1)C (4-dimethylaminopyridine). Isolated yield 77.1%. Procedure details: A solution of ethyl 1-(2-chloro-5-hydroxycarbonylphenyl)-5-cyclopropyl-1H-pyrazole-4-carboxylate (1.32 g, 3.73 mmol) in thionyl chloride (7.5 mL) was heated at reflux for 2 h under a nitrogen atmosphere. The resulting solution was concentrated in vacuo. A solution of the residue in anhydrous CH2Cl2 (10 mL) under a nitrogen atmosphere was treated with methylamine (2 M solution in THF, 9.33 mL, 18.7 mmol) followed by a catalytic amount of 4-dimethylaminopyridine. The resulting mixture was stirred ... Solvent: S(=O)(Cl)Cl (thionyl chloride), C(Cl)Cl (CH2Cl2). Reaction conditions: time 6 hour. Yields the product ClC1=C(C=C(C=C1)C(=O)NC)N1N=CC(=C1C1CC1)C(=O)OCC (Ethyl 1-(2-chloro-5-methylaminocarbonylphenyl)-5-cyclopropyl-1H-pyrazole-4-carboxylate). As a reaction SMILES: [Cl:1][C:2]1[CH:7]=[CH:6][C:5]([C:8]([OH:10])=O)=[CH:4][C:3]=1[N:11]1[C:15]([CH:16]2[CH2:18][CH2:17]2)=[C:14]([C:19]([O:21][CH2:22][CH3:23])=[O:20])[CH:13]=[N:12]1.[CH3:24][NH2:25]>S(Cl)(Cl)=O.C(Cl)Cl.CN(C)C1C=CN=CC=1>[Cl:1][C:2]1[CH:7]=[CH:6][C:5]([C:8]([NH:25][CH3:24])=[O:10])=[CH:4][C:3]=1[N:11]1[C:15]([CH:16]2[CH2:17][CH2:18]2)=[C:14]([C:19]([O:21][CH2:22][CH3:23])=[O:20])[CH:13]=[N:12]1. Reactants: N(=[N+]=[N-])C1=C(C=C(C=C1)N1C(O[C@H](C1)CNC(C)=O)=O)F ((S)-N-[[3-[4-Azido-3-fluorophenyl]-2-oxo-5-oxazolidinyl]methyl]acetamide), C(C)OC(C#C)OCC (1,1-diethoxy-2-propyne), C(C)OC(C#C)OCC (1,1-diethoxy-2-propyne). Run in C1=CC=CC=C1 (benzene). Product: FC=1C=C(C=CC1N1N=NC(=C1)C(OCC)OCC)N1C(O[C@H](C1)CNC(C)=O)=O ((S)-N-[[3-[3-Fluoro-4-(4-(diethoxymethyl)-1H-1,2,3-triazol-1-yl)phenyl]-2-oxo-5-oxazoldinyl]methyl]acetamide). The yield is 81.8%. RXN SMILES: [N:1]([C:4]1[CH:9]=[CH:8][C:7]([N:10]2[CH2:14][C@H:13]([CH2:15][NH:16][C:17](=[O:19])[CH3:18])[O:12][C:11]2=[O:20])=[CH:6][C:5]=1[F:21])=[N+:2]=[N-:3].[CH2:22]([O:24][CH:25]([O:28][CH2:29][CH3:30])[C:26]#[CH:27])[CH3:23]>C1C=CC=CC=1>[F:21][C:5]1[CH:6]=[C:7]([N:10]2[CH2:14][C@H:13]([CH2:15][NH:16][C:17](=[O:19])[CH3:18])[O:12][C:11]2=[O:20])[CH:8]=[CH:9][C:4]=1[N:1]1[CH:27]=[C:26]([CH:25]([O:28][CH2:29][CH3:30])[O:24][CH2:22][CH3:23])[N:3]=[N:2]1. Procedure: A solution of 1.70 g (5.8 mmol) of the azide of example 17 in 50 mL benzene was treated with 4.46 g (34.8 mmol) of 1,1-diethoxy-2-propyne followed by warming at reflux for 18 h. The solution was treated with 1.0 g (7.80 mmol) of 1,1-diethoxy-2-propyne followed by warming at reflux for an additional 3 h. The solution was cooled and concentrated in vacuo to afford an oil which was chromatographed over 200 g of 230-400 mesh silica gel, eluting with 2-3% (v/v) methanol in dichloromethane to afford 2...